This data is from the Open Reaction Database (ORD), a public repository of structured organic reaction records. The task is: describe an organic reaction: reactants, conditions, products, and yield The reactants are NC=1C(=NON1)C=1N(C2=C(C=NC=C2CNC2CCNCC2)N1)CC ([2-(4-Amino-furazan-3-yl)-1-ethyl-1H-imidazo[4,5-c]pyridin-7-ylmethyl]-piperidin-4-yl-amine), FC1=CC=C(C=C1)N1CCNCC1 (1-(4-fluorophenyl)piperazine), C(C)(=O)O[BH-](OC(C)=O)OC(C)=O.[Na+] (Sodium triacetoxyborohydride). The solvent is ClCCl (dichloromethane), ClCCCl (1,2-dichloroethane). Run at time 15 minute. Yields the product C(C)N1C(=NC=2C=NC=C(C21)CN2CCN(CC2)C2=CC=C(C=C2)F)C=2C(=NON2)N (4-{-Ethyl-7-[4-(4-fluoro-phenyl)-piperazin-1-ylmethyl]-1H-imidazo[4,5-c]pyridin-2-yl)furazan-3-ylamine). As a reaction SMILES: [NH2:1][C:2]1[C:3]([C:7]2[N:8]([CH2:24][CH3:25])[C:9]3[C:14]([CH2:15][NH:16]C4CCNCC4)=[CH:13][N:12]=[CH:11][C:10]=3[N:23]=2)=[N:4][O:5][N:6]=1.[F:26][C:27]1[CH:32]=[CH:31][C:30]([N:33]2[CH2:38][CH2:37]N[CH2:35][CH2:34]2)=[CH:29][CH:28]=1.C(O[BH-](OC(=O)C)OC(=O)C)(=O)C.[Na+]>ClCCCl.ClCCl>[CH2:24]([N:8]1[C:9]2[C:14]([CH2:15][N:16]3[CH2:35][CH2:34][N:33]([C:30]4[CH:29]=[CH:28][C:27]([F:26])=[CH:32][CH:31]=4)[CH2:38][CH2:37]3)=[CH:13][N:12]=[CH:11][C:10]=2[N:23]=[C:7]1[C:3]1[C:2]([NH2:1])=[N:6][O:5][N:4]=1)[CH3:25] |f:2.3|. Procedure details: The product of Example 191 Step 1 (0.10 g, 0.38 mmole) in 1,2-dichloroethane (5 ml) was treated with 1-(4-fluorophenyl)piperazine (0.10 g, 0.58 mmole) and stirred at ambient temperature for 15 minutes. Sodium triacetoxyborohydride (0.16 g, 0.76 mmole) was added and the reaction mixture stirred at ambient temperature for 18 hours. The mixture was diluted with dichloromethane, washed (×2) with saturated sodium hydrogen carbonate solution followed by saturated brine, dried over magnesium sulphate a... Starting materials: BrCC(=O)Br (bromoacetyl bromide), C(C)(C)(C)OC(NC(CNC1=C(C=CC=C1)Cl)(C)C)=O ([2-(2-Chlorophenylamino)-1,1-dimethylethyl]carbamic acid t-butyl ester), C([O-])(O)=O.[Na+] (sodium bicarbonate). Run in CN(C(C)=O)C (N,N-dimethylacetamide). Run at time 10 minute. The product is C(C)(C)(C)OC(NC(CN(C1=C(C=CC=C1)Cl)C(CBr)=O)(C)C)=O ({2-[(2-Bromoacetyl)-(2-chlorophenyl)amino]-1,1-dimethylethyl}carbamic acid t-butyl ester). Yield: 95.3%. As a reaction SMILES: [Br:1][CH2:2][C:3](Br)=[O:4].[C:6]([O:10][C:11](=[O:25])[NH:12][C:13]([CH3:24])([CH3:23])[CH2:14][NH:15][C:16]1[CH:21]=[CH:20][CH:19]=[CH:18][C:17]=1[Cl:22])([CH3:9])([CH3:8])[CH3:7].C(=O)(O)[O-].[Na+]>CN(C)C(=O)C>[C:6]([O:10][C:11](=[O:25])[NH:12][C:13]([CH3:24])([CH3:23])[CH2:14][N:15]([C:3](=[O:4])[CH2:2][Br:1])[C:16]1[CH:21]=[CH:20][CH:19]=[CH:18][C:17]=1[Cl:22])([CH3:9])([CH3:7])[CH3:8] |f:2.3|. Reported procedure: 1.52 ml of bromoacetyl bromide (17.5 mmol) was added to a solution of 3.49 g of [2-(2-chlorophenylamino)-1,1-dimethylethyl]carbamic acid t-butyl ester obtained in Example (1h) (11.7 mmol) in N,N-dimethylacetamide (58 ml) under ice-cooling, and the mixture was stirred at the same temperature for 10 minutes. A saturated sodium bicarbonate aqueous solution was added to the reaction mixture, followed by extraction with ethyl acetate. Then, the organic layer was washed with water and brine and dried ... The reactants are C(C)I (ethyl iodide), C1(=CC=CC=C1)C1=NC2=CC=CC=C2C(=C1)CCCC(=O)OCC (ethyl 2-phenyl-4-quinolinebutanoate), C(C)(C)NC(C)C (Diisopropylamine), solution, C(CCC)[Li] (butyllithium). The solvent is O1CCCC1 (tetrahydrofuran), CN(P(=O)(N(C)C)N(C)C)C (hexamethylphosphoramide), C(C)(=O)O (acetic acid), O1CCCC1 (tetrahydrofuran), O (water), C(C)O (Ethanol), O1CCCC1 (tetrahydrofuran), CCCCCC (hexane). Conditions: temperature -70 celsius. The product is C(C)C(C(=O)OCC)CCC1=CC(=NC2=CC=CC=C12)C1=CC=CC=C1 (Ethyl α-ethyl-2-phenyl-4-quinolinebutanoate). RXN SMILES: [CH:1](NC(C)C)(C)[CH3:2].C([Li])CCC.[C:13]1([C:19]2[CH:28]=[C:27]([CH2:29][CH2:30][CH2:31][C:32]([O:34][CH2:35][CH3:36])=[O:33])[C:26]3[C:21](=[CH:22][CH:23]=[CH:24][CH:25]=3)[N:20]=2)[CH:18]=[CH:17][CH:16]=[CH:15][CH:14]=1.C(I)C>CCCCCC.O1CCCC1.O.C(O)(=O)C.C(O)C.CN(C)P(N(C)C)(N(C)C)=O>[CH2:1]([CH:31]([CH2:30][CH2:29][C:27]1[C:26]2[C:21](=[CH:22][CH:23]=[CH:24][CH:25]=2)[N:20]=[C:19]([C:13]2[CH:14]=[CH:15][CH:16]=[CH:17][CH:18]=2)[CH:28]=1)[C:32]([O:34][CH2:35][CH3:36])=[O:33])[CH3:2]. Reported procedure: Diisopropylamine (2.96 cc) is added to dry tetrahydrofuran (30 cc) placed under an atmosphere of nitrogen. The solution is stirred and cooled to -70° C. A 1.6 M solution (11.3 cc) of butyllithium in hexane is then introduced in the course of 15 minutes, and then, after stabilization of the temperature at -70° C., a solution of ethyl 2-phenyl-4-quinolinebutanoate (3.8 g) in tetrahydrofuran (30 cc) is introduced in the course of 5 minutes. The mixture is stirred for 30 minutes at -70° C. and ethyl...